This data is from the Open Reaction Database (ORD), a public repository of structured organic reaction records. The task is: describe an organic reaction: reactants, conditions, products, and yield The reactants are CC1CCN(C(=O)NCCc2ccc(S(=O)(=O)NC(=S)NC3CCCCC3)cc2)C(=O)C1, CO, Cl, O=[Hg], C1COCCO1, O. Yields the product CC1CCN(C(=O)NCCc2ccc(S(=O)(=O)NC(=O)NC3CCCCC3)cc2)C(=O)C1. As a reaction SMILES: [CH3:1][CH:2]1[CH2:3][C:4](=[O:32])[N:5]([C:8](=[O:9])[NH:10][CH2:11][CH2:12][c:13]2[cH:14][cH:15][c:16]([S:19](=[O:20])(=[O:21])[NH:22][C:23](=[S:24])[NH:25][CH:26]3[CH2:27][CH2:28][CH2:29][CH2:30][CH2:31]3)[cH:17][cH:18]2)[CH2:6][CH2:7]1.[CH3:33][OH:34].[ClH:35].[Hg:43]=[O:44].[O:37]1[CH2:38][CH2:39][O:40][CH2:41][CH2:42]1.[OH2:36]>>[CH3:1][CH:2]1[CH2:3][C:4](=[O:32])[N:5]([C:8](=[O:9])[NH:10][CH2:11][CH2:12][c:13]2[cH:14][cH:15][c:16]([S:19](=[O:20])(=[O:21])[NH:22][C:23]([NH:25][CH:26]3[CH2:27][CH2:28][CH2:29][CH2:30][CH2:31]3)=[O:34])[cH:17][cH:18]2)[CH2:6][CH2:7]1.